This data is from the Open Reaction Database (ORD), a public repository of structured organic reaction records. The task is: describe an organic reaction: reactants, conditions, products, and yield The reactants are C(#N)C1=CC=C(C=C1)CCC(O)C1CC1 (4-cyanophenylethyl cyclopropyl carbinol), [Br-].[Li+] (lithium bromide), N1=C(C=C(C=C1C)C)C (2,4,6-collidine), P(Br)(Br)Br (phosphorus tribromide), N1=C(C=C(C=C1C)C)C (Collidine). Solvent: CCOCC (ether), CCOCC (ether), O (water). Reaction conditions: temperature -60 celsius, time 2 hour. Yields the product BrCCC=CCCC1=CC=C(C#N)C=C1 (4-(6-bromohex-3-enyl)benzonitrile). Yield: 130.7%. Reaction SMILES: [C:1]([C:3]1[CH:8]=[CH:7][C:6]([CH2:9][CH2:10][CH:11]([CH:13]2[CH2:15][CH2:14]2)O)=[CH:5][CH:4]=1)#[N:2].[Br-].[Li+].N1C(C)=CC(C)=CC=1C.P(Br)(Br)[Br:28]>CCOCC.O>[Br:28][CH2:15][CH2:14][CH:13]=[CH:11][CH2:10][CH2:9][C:6]1[CH:7]=[CH:8][C:3]([C:1]#[N:2])=[CH:4][CH:5]=1 |f:1.2|. Procedure: To a solution of 9.8 g of 4-cyanophenylethyl cyclopropyl carbinol in 140 ml of ether was added 4.24 g of lithium bromide and 3 ml of 2,4,6-collidine. The mixture was cooled to -60° C. and 9.8 g of phosphorus tribromide was added over a five minute period. The reaction mixture was allowed to warm to 0° C., kept at that temperature for two hours and then allowed to warm to 18° C. Collidine (18 ml) was added, and after 15 minutes of stirring, the mixture was poured into 200 ml of water and 100 ml o... The reactants are N(=NC(=O)N1CCCCC1)C(=O)N1CCCCC1 (1,1'-(azodicarbonyl)dipiperidine), N=1SN=C2C1C=CC=C2S(=O)(=O)OC=2C=C(C=C(C2)C)O (3-(benzo-2,1,3-thiadiazole-4-sulfonyloxy)-5-methylphenol), C(CCC)P(CCCC)CCCC (tri-n-butylphosphine), C(CCO)O (1,3-propanediol). The solvent is O1CCCC1 (tetrahydrofuran), CCCCCC (Hexane). Conditions: time 8 hour. Yields the product N=1SN=C2C1C=CC=C2S(=O)(=O)OC=2C=C(OCCCO)C=C(C2)C (3-[3-(Benzo-2,1,3-thiadiazole-4-sulfonyloxy)-5-methylphenoxy]propanol). Isolated yield 80.8%. RXN SMILES: [N:1]1[S:2][N:3]=[C:4]2[C:9]([S:10]([O:13][C:14]3[CH:15]=[C:16]([OH:21])[CH:17]=[C:18]([CH3:20])[CH:19]=3)(=[O:12])=[O:11])=[CH:8][CH:7]=[CH:6][C:5]=12.C(P(CCCC)CCCC)CCC.[CH2:35](O)[CH2:36][CH2:37][OH:38].N(C(N1CCCCC1)=O)=NC(N1CCCCC1)=O>O1CCCC1.CCCCCC>[N:1]1[S:2][N:3]=[C:4]2[C:9]([S:10]([O:13][C:14]3[CH:15]=[C:16]([CH:17]=[C:18]([CH3:20])[CH:19]=3)[O:21][CH2:35][CH2:36][CH2:37][OH:38])(=[O:11])=[O:12])=[CH:8][CH:7]=[CH:6][C:5]=12. Reported procedure: To a solution of 3-(benzo-2,1,3-thiadiazole-4-sulfonyloxy)-5-methylphenol (645 mg, 2.0 mmol), as prepared in the preceding step, tri-n-butylphosphine (607 mg, 3.0 mmol) and 1,3-propanediol (760 mg, 10 mmol) in anhydrous tetrahydrofuran (20 mL) was added 1,1'-(azodicarbonyl)dipiperidine (757 mg, 3.0 mmol). The mixture was stirred at ambient temperature overnight. Hexane (30 mL) was added to the mixture, and the precipitates were removed by filtration. The filtrate was evaporated in vacuo, and the... The reactants are ClC=1C=CC2=C(C(=NCC(=N2)OP(=O)(N2CCOCC2)N2CCOCC2)C2=C(C=CC=C2)F)C1 (7-chloro-2-[bis(morpholino)-phosphinyloxy]-5-(2-fluorophenyl)-3H-1,4-benzodiazepine), C(C)(=O)O (acetic acid), CC(C)([O-])C.[K+] (Potassium t-butoxide), [N+](#[C-])CC(=O)OCC (ethyl isocyanoacetate). The solvent is O1CCCC1 (tetrahydrofuran), O (water). Run at time 10 minute. Product: ClC=1C=CC2=C(C(=NCC=3N2C=NC3C(=O)OCC)C3=C(C=CC=C3)F)C1 (8-Chloro-6-(2-fluorophenyl)-4H-imidazo[1,5-a][1,4]benzodiazepine-3-carboxylic acid, ethyl ester). As a reaction SMILES: CC(C)([O-])C.[K+].[N+:7]([CH2:9][C:10]([O:12][CH2:13][CH3:14])=[O:11])#[C-:8].[Cl:15][C:16]1[CH:17]=[CH:18][C:19]2[N:25]=[C:24](OP(N3CCOCC3)(N3CCOCC3)=O)[CH2:23][N:22]=[C:21]([C:41]3[CH:46]=[CH:45][CH:44]=[CH:43][C:42]=3[F:47])[C:20]=2[CH:48]=1.C(O)(=O)C>O1CCCC1.O>[Cl:15][C:16]1[CH:17]=[CH:18][C:19]2[N:25]3[CH:8]=[N:7][C:9]([C:10]([O:12][CH2:13][CH3:14])=[O:11])=[C:24]3[CH2:23][N:22]=[C:21]([C:41]3[CH:46]=[CH:45][CH:44]=[CH:43][C:42]=3[F:47])[C:20]=2[CH:48]=1 |f:0.1|. Procedure details: Potassium t-butoxide, 1.4 g (0.0125 mole), was added to a solution of 1.4 g (0.0124 mole) of ethyl isocyanoacetate in 125 ml of dry tetrahydrofuran. After stirring under argon for 10 minutes, 5.07 g (0.01 mole) of 7-chloro-2-[bis(morpholino)-phosphinyloxy]-5-(2-fluorophenyl)-3H-1,4-benzodiazepine was added and stirring was continued for 30 minutes at room temperature. The reaction mixture was then acidified with glacial acetic acid, diluted with water and extracted with methylene chloride. The e...